This data is from the Open Reaction Database (ORD), a public repository of structured organic reaction records. The task is: describe an organic reaction: reactants, conditions, products, and yield Yields the product C(\C=C/C(=O)O)(=O)O.C1(CCCCC1)C[C@@H]([C@H](C[C@@H]1OCOC1(C)C)O)NC([C@@H](N(C([C@@H](NC(=O)N1CCCCC1)CC1=CC=CC=C1)=O)C)CC1=CNC=N1)=O ((4S)-4-[(2S,3S)-4-cyclohexyl-2-hydroxy-3-[[Nα-methyl-N α-(N-piperidinocarbonyl-L-phenylalanyl)-L-histidyl]amino]butyl]-5,5-dimethyl-1,3-dioxolane maleate). The yield is 79.8%. Procedure details: The compound (778 mg) obtained in Example 1 was dissolved in ethyl acetate (10 ml) and a solution of maleic acid (132 mg) in ethyl acetate (15.5 ml) and ethanol (1.55 ml) was dropwise added. After stirring overnight at room temperature, crystals were collected by filtration and dried under reduced pressure to give 723 mg of the title compound as white crystals (see Table 17). Reactants: C1(CCCCC1)C[C@@H]([C@H](C[C@@H]1OCOC1(C)C)O)NC([C@@H](N(C([C@@H](NC(=O)N1CCCCC1)CC1=CC=CC=C1)=O)C)CC1=CNC=N1)=O ((4S)-4-[(2S,3S)-4-cyclohexyl-2-hydroxy-3-[[Nα-methyl-N α-(N-piperidinocarbonyl-L-phenylalanyl)-L-histidyl]amino]butyl]-5,5-dimethyl-1,3-dioxolane), C(\C=C/C(=O)O)(=O)O (maleic acid). The solvent is C(C)(=O)OCC (ethyl acetate), C(C)(=O)OCC (ethyl acetate), C(C)O (ethanol). Run at time 8 hour. Reaction SMILES: [CH:1]1([CH2:7][C@H:8]([NH:19][C:20](=[O:49])[C@H:21]([CH2:43][C:44]2[N:48]=[CH:47][NH:46][CH:45]=2)[N:22]([CH3:42])[C:23](=[O:41])[C@H:24]([CH2:34][C:35]2[CH:40]=[CH:39][CH:38]=[CH:37][CH:36]=2)[NH:25][C:26]([N:28]2[CH2:33][CH2:32][CH2:31][CH2:30][CH2:29]2)=[O:27])[C@@H:9]([OH:18])[CH2:10][C@H:11]2[C:15]([CH3:17])([CH3:16])[O:14][CH2:13][O:12]2)[CH2:6][CH2:5][CH2:4][CH2:3][CH2:2]1.[C:50]([OH:57])(=[O:56])/[CH:51]=[CH:52]\[C:53]([OH:55])=[O:54]>C(OCC)(=O)C.C(O)C>[C:50]([OH:57])(=[O:56])/[CH:51]=[CH:52]\[C:53]([OH:55])=[O:54].[CH:1]1([CH2:7][C@H:8]([NH:19][C:20](=[O:49])[C@H:21]([CH2:43][C:44]2[N:48]=[CH:47][NH:46][CH:45]=2)[N:22]([CH3:42])[C:23](=[O:41])[C@H:24]([CH2:34][C:35]2[CH:36]=[CH:37][CH:38]=[CH:39][CH:40]=2)[NH:25][C:26]([N:28]2[CH2:33][CH2:32][CH2:31][CH2:30][CH2:29]2)=[O:27])[C@@H:9]([OH:18])[CH2:10][C@H:11]2[C:15]([CH3:17])([CH3:16])[O:14][CH2:13][O:12]2)[CH2:6][CH2:5][CH2:4][CH2:3][CH2:2]1 |f:4.5|. Reactants: CO, Cl, COC(=O)C1CCN(Cc2ccc(C3=CC(=C4C(=O)Nc5cc(F)c(F)cc54)OC3(C)C)cc2)CC1, [Na+], [OH-], O. Product: CC1(C)OC(=C2C(=O)Nc3cc(F)c(F)cc32)C=C1c1ccc(CN2CCC(C(=O)O)CC2)cc1. Reaction SMILES: [CH3:41][OH:42].[ClH:40].[F:1][c:2]1[cH:3][c:4]2[c:8]([cH:9][c:10]1[F:11])[NH:7][C:6](=[O:12])[C:5]2=[C:13]1[CH:14]=[C:15]([c:20]2[cH:21][cH:22][c:23]([CH2:24][N:25]3[CH2:26][CH2:27][CH:28]([C:31](=[O:32])[O:33][CH3:34])[CH2:29][CH2:30]3)[cH:35][cH:36]2)[C:16]([CH3:18])([CH3:19])[O:17]1.[Na+:38].[OH-:37].[OH2:39]>>[F:1][c:2]1[cH:3][c:4]2[c:8]([cH:9][c:10]1[F:11])[NH:7][C:6](=[O:12])[C:5]2=[C:13]1[CH:14]=[C:15]([c:20]2[cH:21][cH:22][c:23]([CH2:24][N:25]3[CH2:26][CH2:27][CH:28]([C:31](=[O:32])[OH:33])[CH2:29][CH2:30]3)[cH:35][cH:36]2)[C:16]([CH3:18])([CH3:19])[O:17]1. The reactants are Cl.ClCC1=CC=NC=C1 (4-chloromethylpyridine hydrochloride), C([O-])([O-])=O.[K+].[K+] (potassium carbonate), C(C)(C)(C)OC(=O)NC1=CC=C(C2=CC=CC=C12)O (4-tert-butyloxycarbonylamino-1-naphthol). Run in C(C)#N (acetonitrile). Yields the product NC1=CC=C(C2=CC=CC=C12)OCC1=CC=NC=C1 (1-amino-4-(pyridin-4-yl-methoxy)naphthalene), hydrochloride salt. RXN SMILES: C(OC([NH:8][C:9]1[C:18]2[C:13](=[CH:14][CH:15]=[CH:16][CH:17]=2)[C:12]([OH:19])=[CH:11][CH:10]=1)=O)(C)(C)C.Cl.Cl[CH2:22][C:23]1[CH:28]=[CH:27][N:26]=[CH:25][CH:24]=1.C(=O)([O-])[O-].[K+].[K+]>C(#N)C>[NH2:8][C:9]1[C:18]2[C:13](=[CH:14][CH:15]=[CH:16][CH:17]=2)[C:12]([O:19][CH2:22][C:23]2[CH:28]=[CH:27][N:26]=[CH:25][CH:24]=2)=[CH:11][CH:10]=1 |f:1.2,3.4.5|. Procedure: 4-tert-Butyloxycarbonylamino-1-naphthol (41) can be alkylated with 4-chloromethylpyridine hydrochloride in a non-protic solvent, such as acetonitrile, with a base, such as powdered potassium carbonate, at temperatures between 60-80° C. Purification of the product 4-tert-butyloxycarbonylamino-1-(pyridin-4-yl-methyl)naphthalene (44) can be accomplished by silica gel chromatography. Removal of the BOC-protecting group can be accomplished with HCl in a non-protic solvent, such as dioxane, to provide... Starting materials: ClC1=CN=CC(=N1)NCC=1C=C(C#N)C=CC1 (3-[(6-chloro-pyrazin-2-ylamino)-methyl]-benzonitrile), N1CCNCC1 (piperazine), CC(C)([O-])C.[Na+] (sodium t-butoxide), C=1C=CC(=CC1)P(C=2C=CC=CC2)C3=CC=C4C=CC=CC4=C3C5=C6C=CC=CC6=CC=C5P(C=7C=CC=CC7)C=8C=CC=CC8 (BINAP). Reagents/catalysts: C=1C=CC(=CC1)/C=C/C(=O)/C=C/C2=CC=CC=C2.C=1C=CC(=CC1)/C=C/C(=O)/C=C/C2=CC=CC=C2.C=1C=CC(=CC1)/C=C/C(=O)/C=C/C2=CC=CC=C2.[Pd].[Pd] (Pd2(dba)3). Solvent: C1(=CC=CC=C1)C (toluene). Yields the product N1(CCNCC1)C1=NC(=CN=C1)NCC=1C=C(C#N)C=CC1 (3-[(3,4,5,6-Tetrahydro-2H-[1,2′]bipyrazinyl-6′-ylamino)-methyl]-benzonitrile). Isolated yield 22.1%. RXN SMILES: Cl[C:2]1[N:7]=[C:6]([NH:8][CH2:9][C:10]2[CH:11]=[C:12]([CH:15]=[CH:16][CH:17]=2)[C:13]#[N:14])[CH:5]=[N:4][CH:3]=1.[NH:18]1[CH2:23][CH2:22][NH:21][CH2:20][CH2:19]1.CC(C)([O-])C.[Na+].C1C=CC(P(C2C(C3C(P(C4C=CC=CC=4)C4C=CC=CC=4)=CC=C4C=3C=CC=C4)=C3C(C=CC=C3)=CC=2)C2C=CC=CC=2)=CC=1>C1(C)C=CC=CC=1.C1C=CC(/C=C/C(/C=C/C2C=CC=CC=2)=O)=CC=1.C1C=CC(/C=C/C(/C=C/C2C=CC=CC=2)=O)=CC=1.C1C=CC(/C=C/C(/C=C/C2C=CC=CC=2)=O)=CC=1.[Pd].[Pd]>[N:18]1([C:2]2[CH:3]=[N:4][CH:5]=[C:6]([NH:8][CH2:9][C:10]3[CH:11]=[C:12]([CH:15]=[CH:16][CH:17]=3)[C:13]#[N:14])[N:7]=2)[CH2:23][CH2:22][NH:21][CH2:20][CH2:19]1 |f:2.3,6.7.8.9.10|. Procedure: A mixture of 3-[(6-chloro-pyrazin-2-ylamino)-methyl]-benzonitrile I-4n (37.6 mg, 0.154 mmol), piperazine (16 mg, 0.185 mmol), sodium t-butoxide (18 mg, 0.185 mmol), BINAP (3.8 mg, 0.006 mmol), and Pd2(dba)3 (2.8 mg, 0.003 mmol) in toluene (2 mL) was heated at reflux under nitrogen for 10 h. The solution was cooled to room temperature and filtered through a celite pad. The celite pad was washed with ethyl acetate several times. The combined filtrate was concentrated in vacuo to give the crude tit... Starting materials: [BH4-], ClC(Cl)Cl, [Cl-], O=C(O)c1cc2nccc(Cl)c2s1, [Li], [Na+], CN(C)C=O, O=S(Cl)Cl. Yields the product OCc1cc2nccc(Cl)c2s1. RXN SMILES: [BH4-:20].[CH:27]([Cl:28])([Cl:29])[Cl:30].[Cl-:19].[Cl:2][c:3]1[c:4]2[c:5]([n:6][cH:7][cH:8]1)[cH:9][c:10]([C:12](=[O:13])[OH:14])[s:11]2.[Li:1].[Na+:21].[O:22]=[CH:23][N:24]([CH3:25])[CH3:26].[S:15]([Cl:16])([Cl:17])=[O:18]>>[Cl:2][c:3]1[c:4]2[c:5]([n:6][cH:7][cH:8]1)[cH:9][c:10]([CH2:12][OH:13])[s:11]2. The reactants are COc1ccc2c(=O)[nH]ncc2c1OCc1ccccc1, CC#N, O=P(Cl)(Cl)Cl. Yields the product COc1ccc2c(Cl)nncc2c1OCc1ccccc1. Reaction SMILES: [CH2:1]([c:2]1[cH:3][cH:4][cH:5][cH:6][cH:7]1)[O:8][c:9]1[c:10]2[cH:11][n:12][nH:13][c:14](=[O:21])[c:15]2[cH:16][cH:17][c:18]1[O:19][CH3:20].[CH3:27][C:28]#[N:29].[P:22]([Cl:23])([Cl:24])([Cl:25])=[O:26]>>[CH2:1]([c:2]1[cH:3][cH:4][cH:5][cH:6][cH:7]1)[O:8][c:9]1[c:10]2[cH:11][n:12][n:13][c:14]([Cl:24])[c:15]2[cH:16][cH:17][c:18]1[O:19][CH3:20].